This data is from the Open Reaction Database (ORD), a public repository of structured organic reaction records. The task is: describe an organic reaction: reactants, conditions, products, and yield Reactants: ClC=1C=C(CCl)C=CC1 (3-chlorobenzyl chloride), CC(C)([O-])C.[K+] (Potassium tert-butoxide), CC1=C(C=2C(=C(N=C(C2)CN2CCN(CC2)C)N2CC3=CC=CC=C3CC2)N1)C (2-[2,3-dimethyl-5-(4-methylpiperazin-1-ylmethyl)-1H-pyrrolo[2,3-c]pyridin-7-yl]-1,2,3,4-tetrahydroisoquinoline), C1COCCOCCOCCOCCOCCO1 (18-crown-6). The solvent is O1CCCC1 (tetrahydrofuran). Reaction conditions: time 1 hour. Product: Cl.ClC=1C=C(CN2C(=C(C=3C2=C(N=C(C3)CN3CCN(CC3)C)N3CC2=CC=CC=C2CC3)C)C)C=CC1 (2-[1-(3-chlorobenzyl)-2,3-dimethyl-5-(4-methylpiperazin-1-ylmethyl)-1H-pyrrolo[2,3-c]pyridin-7-yl]-1,2,3,4-tetrahydroisoquinoline hydrochloride). Yield: 63.6%. As a reaction SMILES: CC(C)([O-])C.[K+].[CH3:7][C:8]1[NH:34][C:11]2=[C:12]([N:24]3[CH2:33][CH2:32][C:31]4[C:26](=[CH:27][CH:28]=[CH:29][CH:30]=4)[CH2:25]3)[N:13]=[C:14]([CH2:16][N:17]3[CH2:22][CH2:21][N:20]([CH3:23])[CH2:19][CH2:18]3)[CH:15]=[C:10]2[C:9]=1[CH3:35].C1OCCOCCOCCOCCOCCOC1.[Cl:54][C:55]1[CH:56]=[C:57]([CH:60]=[CH:61][CH:62]=1)[CH2:58]Cl>O1CCCC1>[ClH:54].[Cl:54][C:55]1[CH:56]=[C:57]([CH:60]=[CH:61][CH:62]=1)[CH2:58][N:34]1[C:11]2=[C:12]([N:24]3[CH2:33][CH2:32][C:31]4[C:26](=[CH:27][CH:28]=[CH:29][CH:30]=4)[CH2:25]3)[N:13]=[C:14]([CH2:16][N:17]3[CH2:18][CH2:19][N:20]([CH3:23])[CH2:21][CH2:22]3)[CH:15]=[C:10]2[C:9]([CH3:35])=[C:8]1[CH3:7] |f:0.1,6.7|. Reported procedure: Potassium tert-butoxide (15 mg, 0.12 mmol) was added to a solution of 2-[2,3-dimethyl-5-(4-methylpiperazin-1-ylmethyl)-1H-pyrrolo[2,3-c]pyridin-7-yl]-1,2,3,4-tetrahydroisoquinoline (30 mg, 0.074 mmol) prepared in Step 1 of Example 874 and 18-crown-6 (3.1 mg, 0.012 mmol) in anhydrous tetrahydrofuran (2 ml). The reaction mixture was stirred for 1 hour at room temperature and then 3-chlorobenzyl chloride (15.2 μl, 0.12 mmol) was added thereto. The reaction mixture was stirred overnight at room temp...